This data is from the Open Reaction Database (ORD), a public repository of structured organic reaction records. The task is: describe an organic reaction: reactants, conditions, products, and yield Starting materials: NC1=NC(=C(C(=N1)N)OCCCOC1=C(C=CC=C1)OCCCC(=O)OCC)CC (2,4-diamino-6-ethyl-5-(3-(2-(3-ethoxycarbonylpropoxy)phenoxy)propoxy)pyrimidine), Cl (HCl). Run in CCO (EtOH). Yields the product Cl.NC1=NC(=C(C(=N1)N)OCCCOC1=C(C=CC=C1)OCCCC(=O)OCC)CC (2,4-diamino-6-ethyl-5-(3-(2-(3-ethoxycarbonylpropoxy)phenoxy)propoxy)pyrimidine hydrochloride). RXN SMILES: [NH2:1][C:2]1[N:7]=[C:6]([NH2:8])[C:5]([O:9][CH2:10][CH2:11][CH2:12][O:13][C:14]2[CH:19]=[CH:18][CH:17]=[CH:16][C:15]=2[O:20][CH2:21][CH2:22][CH2:23][C:24]([O:26][CH2:27][CH3:28])=[O:25])=[C:4]([CH2:29][CH3:30])[N:3]=1.[ClH:31]>CCO>[ClH:31].[NH2:1][C:2]1[N:7]=[C:6]([NH2:8])[C:5]([O:9][CH2:10][CH2:11][CH2:12][O:13][C:14]2[CH:19]=[CH:18][CH:17]=[CH:16][C:15]=2[O:20][CH2:21][CH2:22][CH2:23][C:24]([O:26][CH2:27][CH3:28])=[O:25])=[C:4]([CH2:29][CH3:30])[N:3]=1 |f:3.4|. Reported procedure: To a suspension of 2,4-diamino-6-ethyl-5-(3-(2-(3-ethoxycarbonylpropoxy)phenoxy)propoxy)pyrimidine (0.4185 g, 1 mmol) in EtOH (1 mL) was added one equivalent of concentrated HCl. The titled compound was obtained, after trituration of the reaction mixture with diethyl ether, as a white crystalline solid (0.4322 g, 95%). 1H NMR (500 MHz, DMSO-d6): 1.09 (3H, t, J=7.6 Hz), 1.15 (3H, t, J=7.1 Hz), 1.93 (2H, m), 2.18 (2H, m), 2.44 (2H, t, J=7.4 Hz), 2.49 (2H, q, J=7.7 Hz), 3.89 (2H, t, J=6.1 Hz), 3.95...